Dataset: the Open Reaction Database (ORD), a public repository of structured organic reaction records. Task: describe an organic reaction: reactants, conditions, products, and yield The reactants are [N+](=[N-])=CC(=O)OC(C=C(C)C)C(Br)(Br)Br ((±)-3-methyl-1-tribromomethyl-2-butenyl diazoacetate). The reagents and catalysts are CC(=O)CC(=O)C.CC(=O)CC(=O)C.[Cu] (cupric acetylacetonate). Run in C1(=CC=CC=C1)C (toluene), C1(=CC=CC=C1)C (toluene). The product is BrC(C1OC(C2C(C12)(C)C)=O)(Br)Br ((±)-4-tribromomethyl-6,6-dimethyl-2-oxo-3-oxabicyclo[3.1.0]hexane). Isolated yield 28.0%. As a reaction SMILES: [N+](=[CH:3][C:4]([O:6][CH:7]([C:12]([Br:15])([Br:14])[Br:13])[CH:8]=[C:9]([CH3:11])[CH3:10])=[O:5])=[N-]>C1(C)C=CC=CC=1.CC(CC(C)=O)=O.CC(CC(C)=O)=O.[Cu]>[Br:13][C:12]([Br:15])([Br:14])[CH:7]1[CH:8]2[CH:3]([C:9]2([CH3:11])[CH3:10])[C:4](=[O:5])[O:6]1 |f:2.3.4|. Procedure details: To a refluxing solution of cupric acetylacetonate (0.005 g, 0.019 mmole) in 40 ml of toluene was added dropwise over a period of 2.5 hours under an atmosphere of argon gas a solution of (±)-3-methyl-1-tribromomethyl-2-butenyl diazoacetate (0.203 g, 0.005 ml) in 10 ml of toluene. The mixture was then heated under reflux for one hour. After cooling, the reaction mixture was washed successively with two portions of 1 N aqueous hydrochloric acid, once with saturated aqueous sodium bicarbonate, and t...